describe an organic reaction: reactants, conditions, products, and yield From a dataset of the Open Reaction Database (ORD), a public repository of structured organic reaction records. The reactants are NCCCBr, Br, O=C(Cl)OCc1ccccc1, CCOC(C)=O, [Na+], [Na+], O=C([O-])[O-]. Product: O=C(NCCCBr)OCc1ccccc1. Reaction SMILES: [Br:2][CH2:3][CH2:4][CH2:5][NH2:6].[BrH:1].[CH2:7]([c:8]1[cH:9][cH:10][cH:11][cH:12][cH:13]1)[O:14][C:15](=[O:16])[Cl:17].[CH3:24][CH2:25][O:26][C:27](=[O:28])[CH3:29].[Na+:18].[Na+:19].[O-:20][C:21](=[O:22])[O-:23]>>[Br:2][CH2:3][CH2:4][CH2:5][NH:6][C:15]([O:14][CH2:7][c:8]1[cH:9][cH:10][cH:11][cH:12][cH:13]1)=[O:16].